From a dataset of the Open Reaction Database (ORD), a public repository of structured organic reaction records. describe an organic reaction: reactants, conditions, products, and yield Procedure: Prepared analogously to Example 90 from 1-methyl-2-[N-(4-amidinophenyl)aminomethyl]benzimidazol-5-yl-carboxylic acid-N-(2-pyridyl)-N-(2-methoxycarbonylethyl)amide hydrochloride and benzoyl chloride. Yield: 62% of theory, C33H31N7O4 (589.7); Rf value: 0.50 (silica gel; dichloromethane/methanol=9:1); EKA mass spectrum: (M+H)+=590; (M+Na)+=612. Run in ClCCl.CO (dichloromethane methanol). Reaction SMILES: Cl.[N:2]1[CH:7]=[CH:6][CH:5]=[CH:4][C:3]=1[N:8]([CH2:32][CH2:33][C:34]([O:36][CH3:37])=[O:35])[C:9]([C:11]1[CH:31]=[CH:30][C:14]2[N:15]([CH3:29])[C:16]([CH2:18][NH:19][C:20]3[CH:25]=[CH:24][C:23]([C:26](=[NH:28])[NH2:27])=[CH:22][CH:21]=3)=[N:17][C:13]=2[CH:12]=1)=[O:10].[C:38](Cl)(=[O:45])[C:39]1[CH:44]=[CH:43][CH:42]=[CH:41][CH:40]=1>ClCCl.CO>[N:2]1[CH:7]=[CH:6][CH:5]=[CH:4][C:3]=1[N:8]([CH2:32][CH2:33][C:34]([O:36][CH3:37])=[O:35])[C:9]([C:11]1[CH:31]=[CH:30][C:14]2[N:15]([CH3:29])[C:16]([CH2:18][NH:19][C:20]3[CH:25]=[CH:24][C:23]([C:26](=[NH:27])[NH:28][C:38](=[O:45])[C:39]4[CH:44]=[CH:43][CH:42]=[CH:41][CH:40]=4)=[CH:22][CH:21]=3)=[N:17][C:13]=2[CH:12]=1)=[O:10] |f:0.1,3.4|. Reactants: Cl.N1=C(C=CC=C1)N(C(=O)C1=CC2=C(N(C(=N2)CNC2=CC=C(C=C2)C(N)=N)C)C=C1)CCC(=O)OC (1-methyl-2-[N-(4-amidinophenyl)aminomethyl]benzimidazol-5-yl-carboxylic acid-N-(2-pyridyl)-N-(2-methoxycarbonylethyl)amide hydrochloride), C(C1=CC=CC=C1)(=O)Cl (benzoyl chloride), C33H31N7O4. Yield: 62.0%. Product: N1=C(C=CC=C1)N(C(=O)C1=CC2=C(N(C(=N2)CNC2=CC=C(C=C2)C(NC(C2=CC=CC=C2)=O)=N)C)C=C1)CCC(=O)OC (1-Methyl-2-[N-[4-(N-benzoylamidino)phenyl]aminomethyl]benzimidazol-5-yl-carboxylic acid-N-(2-pyridyl)-N-(2-methoxycarbonylethyl)amide). Reactants: FC1=CC=C(C=C1)S(=O)(=O)N[C@H](C(=O)O)C ((S)-2-(4-fluoro-benzenesulfonylamino)-propionic acid), [Na] (sodium), Cl.Cl.COC1=CC=C(C=C1)N1CCNCC1 (4-(4-methoxy-phenyl)-piperazine dihydrochloride). Product: COC1=CC=C(C=C1)N1CCN(CC1)C1=CC=C(C=C1)S(=O)(=O)N[C@H](C(=O)O)CC1=CC=CC=C1 ((S)-2-{4-[-4-(4-Methoxy-phenyl)-piperazin-1-yl]-benzenesulfonylamino}-3-phenyl-propionic acid). Reaction SMILES: F[C:2]1[CH:7]=[CH:6][C:5]([S:8]([NH:11][C@@H:12]([CH3:16])[C:13]([OH:15])=[O:14])(=[O:10])=[O:9])=[CH:4][CH:3]=1.[Na].Cl.Cl.[CH3:20][O:21][C:22]1[CH:27]=[CH:26][C:25]([N:28]2[CH2:33][CH2:32][NH:31][CH2:30][CH2:29]2)=[CH:24][CH:23]=1>>[CH3:20][O:21][C:22]1[CH:23]=[CH:24][C:25]([N:28]2[CH2:33][CH2:32][N:31]([C:2]3[CH:7]=[CH:6][C:5]([S:8]([NH:11][C@@H:12]([CH2:16][C:2]4[CH:7]=[CH:6][CH:5]=[CH:4][CH:3]=4)[C:13]([OH:15])=[O:14])(=[O:10])=[O:9])=[CH:4][CH:3]=3)[CH2:30][CH2:29]2)=[CH:26][CH:27]=1 |f:2.3.4,^1:16|. Reported procedure: In a manner similar to Example 3(b), (S)-2-(4-fluoro-benzenesulfonylamino)-propionic acid, sodium salt and 4-(4-methoxy-phenyl)-piperazine dihydrochloride were condensed to give the title compound as a brown solid, mp=203-205° C.